This data is from the Open Reaction Database (ORD), a public repository of structured organic reaction records. The task is: describe an organic reaction: reactants, conditions, products, and yield Starting materials: compound, C(C)(=O)NC1C(C2=C(C=CC=C2CC1)NC(C)=O)=O (2,8-Diacetylamino-1-tetralone), C([O-])([O-])=O.[Na+].[Na+] (sodium carbonate). The solvent is Cl (hydrochloric acid). Run at temperature 60 celsius. Yields the product C(C)(=O)NC1C(C2=C(C=CC=C2CC1)N)=O (2-Acetylamino-8-amino-1-tetralone). As a reaction SMILES: [C:1]([NH:4][CH:5]1[CH2:14][CH2:13][C:12]2[C:7](=[C:8]([NH:15]C(=O)C)[CH:9]=[CH:10][CH:11]=2)[C:6]1=[O:19])(=[O:3])[CH3:2].C(=O)([O-])[O-].[Na+].[Na+]>Cl>[C:1]([NH:4][CH:5]1[CH2:14][CH2:13][C:12]2[C:7](=[C:8]([NH2:15])[CH:9]=[CH:10][CH:11]=2)[C:6]1=[O:19])(=[O:3])[CH3:2] |f:1.2.3|. Reported procedure: 245 mg of the compound prepared in (3) above was dissolved into 40 ml of 3N hydrochloric acid and heated at 60° C. for 1 hour while stirring. After cooling to 0° C., the reaction solution was neutralized with sodium carbonate and extracted with chloroform. The extract was dried over magnesium sulfate. The residue obtained after the removal of the solvent was recrystallized in ethyl acetate and hexane to obtain 150 mg of the title compound. The reactants are N#CC1CC(F)CN1C(=O)CN(C(=O)OCc1ccccc1)C12CCC(C(=O)On3nnc4ccccc43)(CC1)CC2, C1COCCN1. The product is N#CC1CC(F)CN1C(=O)CN(C(=O)OCc1ccccc1)C12CCC(C(=O)N3CCOCC3)(CC1)CC2. Reaction SMILES: [CH2:1]([c:2]1[cH:3][cH:4][cH:5][cH:6][cH:7]1)[O:8][C:9](=[O:10])[N:11]([C:12]12[CH2:13][CH2:14][C:15]([C:20]([O:22][n:21]3[c:23]4[cH:24][cH:25][cH:26][cH:27][c:28]4[n:29][n:30]3)=[O:31])([CH2:16][CH2:17]1)[CH2:18][CH2:19]2)[CH2:32][C:33](=[O:34])[N:35]1[CH:36]([C:41]#[N:42])[CH2:37][CH:38]([F:40])[CH2:39]1.[CH2:43]1[CH2:44][O:45][CH2:46][CH2:47][NH:48]1>>[CH2:1]([c:2]1[cH:3][cH:4][cH:5][cH:6][cH:7]1)[O:8][C:9](=[O:10])[N:11]([C:12]12[CH2:13][CH2:14][C:15]([C:20](=[O:22])[N:48]3[CH2:43][CH2:44][O:45][CH2:46][CH2:47]3)([CH2:16][CH2:17]1)[CH2:18][CH2:19]2)[CH2:32][C:33](=[O:34])[N:35]1[CH:36]([C:41]#[N:42])[CH2:37][CH:38]([F:40])[CH2:39]1. Reactants: Cl.S1N=C(C2=C1C=CC=C2)N2CCNCC2 (4-(1,2-benzisothiazol-3-yl)piperazine hydrochloride), ClCCC(=O)C1=C(SC2=C1NC(CCC2)=O)C (3-(3-chloropropionyl)-2-methyl-4,6,7,8-tetrahydro-5H-thieno[3,2-b]azepin-5-one), C([O-])([O-])=O.[K+].[K+] (potassium carbonate), [I-].[K+] (potassium iodide). Solvent: CN(C=O)C (N,N-dimethylformamide), C1(=CC=CC=C1)C (toluene), O (water). Conditions: temperature 60 celsius, time 5 hour. Product: S1N=C(C2=C1C=CC=C2)N2CCN(CC2)CCC(=O)C2=C(SC1=C2NC(CCC1)=O)C (3-(3-(4-(1,2-benzisothiazol-3-yl)piperazin-1-yl)propionyl)-2-methyl-4,6,7,8-tetrahydro-5H-thieno[3,2-b]azepin-5-one). Isolated yield 38.9%. As a reaction SMILES: Cl.[S:2]1[C:6]2[CH:7]=[CH:8][CH:9]=[CH:10][C:5]=2[C:4]([N:11]2[CH2:16][CH2:15][NH:14][CH2:13][CH2:12]2)=[N:3]1.Cl[CH2:18][CH2:19][C:20]([C:22]1[C:26]2[NH:27][C:28](=[O:32])[CH2:29][CH2:30][CH2:31][C:25]=2[S:24][C:23]=1[CH3:33])=[O:21].C(=O)([O-])[O-].[K+].[K+].[I-].[K+]>CN(C)C=O.C1(C)C=CC=CC=1.O>[S:2]1[C:6]2[CH:7]=[CH:8][CH:9]=[CH:10][C:5]=2[C:4]([N:11]2[CH2:12][CH2:13][N:14]([CH2:18][CH2:19][C:20]([C:22]3[C:26]4[NH:27][C:28](=[O:32])[CH2:29][CH2:30][CH2:31][C:25]=4[S:24][C:23]=3[CH3:33])=[O:21])[CH2:15][CH2:16]2)=[N:3]1 |f:0.1,3.4.5,6.7|. Reported procedure: The mixture of 2.1 g of 4-(1,2-benzisothiazol-3-yl)piperazine hydrochloride, 2.0 g of 3-(3-chloropropionyl)-2-methyl-4,6,7,8-tetrahydro-5H-thieno[3,2-b]azepin-5-one, 2,2 g of potassium carbonate and 1.2 g of potassium iodide in 15 ml of N,N-dimethylformamide and 15 ml of toluene was stirred at 60° C. for 5 hours. After the mixture was cooled in a water bath, water was added thereto and the mixture was extracted with ethyl acetate. The organic layer was washed with saline solution, dried over mag... Starting materials: C(CCC)[Li] (n-butyllithium), NOS(=O)(=O)O (hydroxylamine-O-sulfonic acid), CC1(OCC(CO1)(C)C)C1=CSC=C1 (3-(2,5,5-Trimethyl-1,3-dioxane-2-yl)thiophene), S(=O)=O (Sulfur dioxide), O.O.O.C(C)(=O)[O-].[Na+] (sodium acetate trihydrate). Run in CCCCCC (hexane), CCCCCC (hexane), C1CCOC1 (THF), O (water). Reaction conditions: temperature 0 celsius, time 20 minute. The product is CC1(OCC(CO1)(C)C)C1=C(SC=C1)S(=O)(=O)N (3-(2,5,5-Trimethyl-1,3-dioxane-2-yl)-thiophene-2-sulfonamide). RXN SMILES: [CH3:1][C:2]1([C:10]2[CH:14]=[CH:13][S:12][CH:11]=2)[O:7][CH2:6][C:5]([CH3:9])([CH3:8])[CH2:4][O:3]1.C([Li])CCC.[S:20](=[O:22])=[O:21].O.O.O.C([O-])(=O)C.[Na+].[NH2:31]OS(O)(=O)=O>CCCCCC.O.C1COCC1>[CH3:1][C:2]1([C:10]2[CH:14]=[CH:13][S:12][C:11]=2[S:20]([NH2:31])(=[O:22])=[O:21])[O:3][CH2:4][C:5]([CH3:8])([CH3:9])[CH2:6][O:7]1 |f:3.4.5.6.7|. Procedure details: To a solution of 3-(2,5,5-Trimethyl-1,3-dioxane-2-yl)thiophene (2.5 g, 11.7 mmol) in hexane (30 mL) cooled to 0° C. was added via syringe n-butyllithium in hexane (2.5M, 10.3 mL, 25.7 mmol) over 5 min. The mixture was stirred at 0° C. for 20 min, the ice bath was removed and the stirring was continued for 30 min. At this time a white precipitate formed. The mixture was cooled to -60° C. and THF (20 mL) was added. Sulfur dioxide was then passed through the surface of the mixture for 30 min. The m...